The task is: describe an organic reaction: reactants, conditions, products, and yield. This data is from the Open Reaction Database (ORD), a public repository of structured organic reaction records. Reactants: BrC=1C=C2C=NN=C(C2=CC1)N1CC(NCC1)=O (4-(6-bromophthalazin-1-yl)piperazin-2-one), CC1=C(C=C(C(=O)N)C=C1)B1OC(C(O1)(C)C)(C)C (4-methyl-3-(4,4,5,5-tetramethyl-1,3,2-dioxaborolan-2-yl)benzamide), C([O-])([O-])=O.[K+].[K+] (potassium carbonate). Reagents/catalysts: C=1C=CC(=CC1)[P](C=2C=CC=CC2)(C=3C=CC=CC3)[Pd]([P](C=4C=CC=CC4)(C=5C=CC=CC5)C=6C=CC=CC6)([P](C=7C=CC=CC7)(C=8C=CC=CC8)C=9C=CC=CC9)[P](C=1C=CC=CC1)(C=1C=CC=CC1)C=1C=CC=CC1 (tetrakis(triphenylphosphine)palladium). Run in COCCOC.CCO (DME EtOH). Conditions: temperature 90 celsius, time 1 hour. The product is CC1=C(C=C(C(=O)N)C=C1)C=1C=C2C=NN=C(C2=CC1)N1CC(NCC1)=O (4-methyl-3-(1-(3-oxopiperazin-1-yl)phthalazin-6-yl)benzamide). Isolated yield 55.3%. As a reaction SMILES: Br[C:2]1[CH:3]=[C:4]2[C:9](=[CH:10][CH:11]=1)[C:8]([N:12]1[CH2:17][CH2:16][NH:15][C:14](=[O:18])[CH2:13]1)=[N:7][N:6]=[CH:5]2.[CH3:19][C:20]1[CH:28]=[CH:27][C:23]([C:24]([NH2:26])=[O:25])=[CH:22][C:21]=1B1OC(C)(C)C(C)(C)O1.C(=O)([O-])[O-].[K+].[K+]>COCCOC.CCO.C1C=CC([P]([Pd]([P](C2C=CC=CC=2)(C2C=CC=CC=2)C2C=CC=CC=2)([P](C2C=CC=CC=2)(C2C=CC=CC=2)C2C=CC=CC=2)[P](C2C=CC=CC=2)(C2C=CC=CC=2)C2C=CC=CC=2)(C2C=CC=CC=2)C2C=CC=CC=2)=CC=1>[CH3:19][C:20]1[CH:28]=[CH:27][C:23]([C:24]([NH2:26])=[O:25])=[CH:22][C:21]=1[C:2]1[CH:3]=[C:4]2[C:9](=[CH:10][CH:11]=1)[C:8]([N:12]1[CH2:17][CH2:16][NH:15][C:14](=[O:18])[CH2:13]1)=[N:7][N:6]=[CH:5]2 |f:2.3.4,5.6,^1:56,58,77,96|. Reported procedure: A mixture of 4-(6-bromophthalazin-1-yl)piperazin-2-one (0.1 g, 0.3 mmol), 4-methyl-3-(4,4,5,5-tetramethyl-1,3,2-dioxaborolan-2-yl)benzamide (0.09 g, 0.3 mmol), and tetrakis(triphenylphosphine)palladium (0.02 g, 0.02 mmol) in 5 mL DME/EtOH (4:1) was treated with 2M potassium carbonate (0.5 mL, 1.0 mmol). The mixture resulted was warmed up to 90° C. and stirred for 1 h under nitrogen. The mixture was cooled down to room temperature, and the crude product was purified via flash chromatography (sili... Starting materials: CN1C(CCC1)=O (N-methylpyrrolidone), NC1=NC(=C(C(=C1F)Br)Cl)F (2-amino-4-bromo-5-chloro-3,6-difluoropyridine), CC(CC(C)(C)C)(C)N (1,1,3,3-tetramethylbutylamine), mixed solution, C1=CC=CC=C1 (benzene). The solvent is CCCCCC (n-hexane). Reaction conditions: temperature 140 celsius, time 82 hour. Product: NC1=NC(=C(C(=C1F)Br)Cl)NC(CC(C)(C)C)(C)C (2-amino-4-bromo-5-chloro-3-fluoro-6-(1,1,3,3-tetramethylbutylamino)pyridine). Isolated yield 46.0%. RXN SMILES: CN1CCCC1=O.[NH2:8][C:9]1[C:14]([F:15])=[C:13]([Br:16])[C:12]([Cl:17])=[C:11](F)[N:10]=1.[CH3:19][C:20]([NH2:27])([CH3:26])[CH2:21][C:22]([CH3:25])([CH3:24])[CH3:23].C1C=CC=CC=1>CCCCCC>[NH2:8][C:9]1[C:14]([F:15])=[C:13]([Br:16])[C:12]([Cl:17])=[C:11]([NH:27][C:20]([CH3:26])([CH3:19])[CH2:21][C:22]([CH3:25])([CH3:24])[CH3:23])[N:10]=1. Procedure: To 6 ml of N-methylpyrrolidone were added 2.4 g of 2-amino-4-bromo-5-chloro-3,6-difluoropyridine and 3.5 g of 1,1,3,3-tetramethylbutylamine, and the mixture was stirred at 140° C. for 82 hours and allowed to cool. 50 ml of the mixed solution of benzene and n-hexane (1:1, v/v) was added, and the solution was washed twice with 400 ml of distilled water. The organic layer was dried over anhydrous magnesium sulfate and concentrated under reduced pressure. The brown oily residue was subjected to colu... Starting materials: BrC1=CC=C(C=C1)S(=O)(=O)OC[C@H]1COC=2C(=C3C=CC(=NC3=CC2)C)O1 ([(2R)-8-methyl-2,3-dihydro[1,4]dioxino[2,3-f]quinolin-2-yl]methyl 4-bromobenzenesulfonate), Cl.ClC=1C=C(C=CC1)N1CCNCC1 (3-chlorophenyl-piperazine hydrochloride), C(C)(C)N(CC)C(C)C (diisopropylethylamine). Solvent: CS(=O)C (DMSO), C([O-])(O)=O.[Na+] (sodium bicarbonate). Reaction conditions: temperature 50 celsius. The product is ClC=1C=C(C=CC1)N1CCN(CC1)C[C@H]1COC=2C(=C3C=CC(=NC3=CC2)C)O1 ((2S)-2-{[4-(3-chlorophenyl)piperazin-1-yl]methyl}-8-methyl-2,3-dihydro[1,4]dioxino[2,3-f]quinoline). Yield: 47.4%. As a reaction SMILES: BrC1C=CC(S(O[CH2:12][C@@H:13]2[O:27][C:17]3=[C:18]4[C:23](=[CH:24][CH:25]=[C:16]3[O:15][CH2:14]2)[N:22]=[C:21]([CH3:26])[CH:20]=[CH:19]4)(=O)=O)=CC=1.Cl.[Cl:29][C:30]1[CH:31]=[C:32]([N:36]2[CH2:41][CH2:40][NH:39][CH2:38][CH2:37]2)[CH:33]=[CH:34][CH:35]=1.C(N(C(C)C)CC)(C)C>CS(C)=O.C(=O)(O)[O-].[Na+]>[Cl:29][C:30]1[CH:31]=[C:32]([N:36]2[CH2:41][CH2:40][N:39]([CH2:12][C@@H:13]3[O:27][C:17]4=[C:18]5[C:23](=[CH:24][CH:25]=[C:16]4[O:15][CH2:14]3)[N:22]=[C:21]([CH3:26])[CH:20]=[CH:19]5)[CH2:38][CH2:37]2)[CH:33]=[CH:34][CH:35]=1 |f:1.2,5.6|. Reported procedure: A mixture of [(2R)-8-methyl-2,3-dihydro[1,4]dioxino[2,3-f]quinolin-2-yl]methyl 4-bromobenzenesulfonate (647 mg, 1.44 mmol), 3-chlorophenyl-piperazine hydrochloride (1.0 g, 4.3 mmol) and diisopropylethylamine (0.75 mL, 4.3 mmol) in anhydrous DMSO (6 mL) were heated at 50° C. overnight. The cooled reaction mixture was diluted with saturated aqueous sodium bicarbonate (10 mL) and extracted with ethyl acetate (3×10 mL). The combined organic layers were washed with brine (3×30 mL), dried over MgSO4, ... The reactants are Cl.N1N=CC(=C1)CN (1-(1H-Pyrazol-4-yl)methanamine hydrochloride), C(C)(C)N(C(C)C)CC (N,N-diisopropylethylamine), C=1C=CC2=C(C1)N=NN2O (HOBt), CCN=C=NCCCN(C)C (EDCI), FC=1C=C(C=C(C1)F)C1=NOC(C1)(C(=O)O)C (3-(3,5-difluorophenyl)-5-methyl-4,5-dihydro-1,2-oxazole-5-carboxylic acid), OS(=O)(=O)O (H2SO4). The solvent is C(Cl)Cl (CH2Cl2), ClCCl (dichloromethane). Conditions: time 16 hour. Product: FC=1C=C(C=C(C1)F)C1=NOC(C1)(C(=O)NCC=1C=NNC1)C (3-(3,5-difluorophenyl)-5-methyl-N-(1H-pyrazol-4-ylmethyl)-4,5-dihydro-1,2-oxazole-5-carboxamide). As a reaction SMILES: Cl.[NH:2]1[CH:6]=[C:5]([CH2:7][NH2:8])[CH:4]=[N:3]1.C(N(CC)C(C)C)(C)C.C1C=CC2N(O)N=NC=2C=1.CCN=C=NCCCN(C)C.[F:39][C:40]1[CH:41]=[C:42]([C:47]2[CH2:51][C:50]([CH3:55])([C:52](O)=[O:53])[O:49][N:48]=2)[CH:43]=[C:44]([F:46])[CH:45]=1.OS(O)(=O)=O>ClCCl>[F:46][C:44]1[CH:43]=[C:42]([C:47]2[CH2:51][C:50]([CH3:55])([C:52]([NH:8][CH2:7][C:5]3[CH:6]=[N:2][NH:3][CH:4]=3)=[O:53])[O:49][N:48]=2)[CH:41]=[C:40]([F:39])[CH:45]=1 |f:0.1|. Procedure: 1-(1H-Pyrazol-4-yl)methanamine hydrochloride (609 mg, 4.56 mmol), N,N-diisopropylethylamine (1.61 g, 12.44 mmol), HOBt (506 mg, 4.15 mmol) and EDCI (1.59 g, 8.29 mmol) were added to a solution of 3-(3,5-difluorophenyl)-5-methyl-4,5-dihydro-1,2-oxazole-5-carboxylic acid (1.00 g, 4.15 mmol) in dichloromethane (30 ml), and the mixture was stirred at RT for 16 h. H2SO4 (0.5M, 10 ml) was then added, and the mixture was diluted with CH2Cl2 (20 ml). The aqueous phase was extracted with CH2Cl2 (2×20 ml)... Procedure details: The title compound was prepared from 4-nitrobenzaldehyde and (2R,6S)-2,6-dimethylpiperazine using a method similar to that described for D1 in Description 1A. MS (ES): MH+ 250.2 Product: [N+](=O)([O-])C1=CC=C(C=C1)CN1C[C@H](N[C@H](C1)C)C ((3R,5S)-1-[(4-Nitrophenyl)methyl]-3,5-dimethylpiperazine). Run in 1A. Reactants: [N+](=O)([O-])C1=CC=C(C=O)C=C1 (4-nitrobenzaldehyde), C[C@H]1N[C@H](CNC1)C ((2R,6S)-2,6-dimethylpiperazine), C[C@@H]1N(CCN(C1)CC1=CC=C(C=C1)[N+](=O)[O-])C(=O)OC(C)(C)C (1,1-Dimethylethyl (2S)-2-methyl-4-[(4-nitrophenyl)methyl]-1-piperazinecarboxylate). Reaction SMILES: [N+:1]([C:4]1[CH:11]=[CH:10][C:7]([CH:8]=O)=[CH:6][CH:5]=1)([O-:3])=[O:2].[CH3:12][C@@H:13]1[CH2:18][NH:17][CH2:16][C@H:15]([CH3:19])[NH:14]1.C[C@H]1CN(CC2C=CC([N+]([O-])=O)=CC=2)CCN1C(OC(C)(C)C)=O>>[N+:1]([C:4]1[CH:11]=[CH:10][C:7]([CH2:8][N:17]2[CH2:16][C@H:15]([CH3:19])[NH:14][C@H:13]([CH3:12])[CH2:18]2)=[CH:6][CH:5]=1)([O-:3])=[O:2]. Reactants: [Na] (sodium), Cl.C(CCCC)(=N)N (valeramidine hydrochloride), C(C1=CC=CC=C1)OC1=C(C=CC=C1)N=C=O (2-(benzyloxy)phenyl isocyanate). Solvent: CC(=O)C (acetone), CC(=O)C (acetone). Yields the product C(C1=CC=CC=C1)OC1=C(C=CC=C1)NC(=O)NC(CCCC)=N (1-[2-(Benzyloxy)phenyl]-3-(pentanimidoyl)urea). As a reaction SMILES: [Na].Cl.[C:3]([NH2:9])(=[NH:8])[CH2:4][CH2:5][CH2:6][CH3:7].[CH2:10]([O:17][C:18]1[CH:23]=[CH:22][CH:21]=[CH:20][C:19]=1[N:24]=[C:25]=[O:26])[C:11]1[CH:16]=[CH:15][CH:14]=[CH:13][CH:12]=1>CC(C)=O>[CH2:10]([O:17][C:18]1[CH:23]=[CH:22][CH:21]=[CH:20][C:19]=1[NH:24][C:25]([NH:8][C:3](=[NH:9])[CH2:4][CH2:5][CH2:6][CH3:7])=[O:26])[C:11]1[CH:12]=[CH:13][CH:14]=[CH:15][CH:16]=1 |f:1.2,^1:0|. Procedure details: Following a procedure similar to that described in Example 1 but using 2.9 g. sodium in 300 ml. dry acetone, 17.7 g. valeramidine hydrochloride, and 29.3 g. 2-(benzyloxy)phenyl isocyanate in 200 ml. dry acetone, there was obtained after recrystallization from isopropyl alcohol 33.9 g. of the hydrochloride of 1-[2-(benzyloxy)phenyl]-3-(pentanimidoyl)urea; m.p. 145°-147°C. Reactants: O (water), [H-].[Na+] (Sodium hydride), C(C)OC=1C=C(CN2C=C(C(=C2)C2=CC=CC=C2)CCC(=O)OCC)C=C(C1)O (ethyl 3-[1-(3-ethoxy-5-hydroxybenzyl)-4-phenyl-3-pyrrolyl]propionate), ClCC=1N=C(SC1)C=1SC=CC1 (4-Chloromethyl-2-(2-thienyl)thiazole). The solvent is CN(C=O)C (N,N-dimethylformamide). Run at time 15 minute. Yields the product C(C)OC=1C=C(CN2C=C(C(=C2)C2=CC=CC=C2)CCC(=O)OCC)C=C(C1)OCC=1N=C(SC1)C=1SC=CC1 (ethyl 3-[1-[3-ethoxy-5-[2-(2-thienyl)-4-thiazolylmethoxy)benzyl]-4-phenyl-3-pyrrolyl]propionate). Yield: 91.7%. RXN SMILES: [H-].[Na+].[CH2:3]([O:5][C:6]1[CH:7]=[C:8]([CH:28]=[C:29]([OH:31])[CH:30]=1)[CH2:9][N:10]1[CH:14]=[C:13]([C:15]2[CH:20]=[CH:19][CH:18]=[CH:17][CH:16]=2)[C:12]([CH2:21][CH2:22][C:23]([O:25][CH2:26][CH3:27])=[O:24])=[CH:11]1)[CH3:4].Cl[CH2:33][C:34]1[N:35]=[C:36]([C:39]2[S:40][CH:41]=[CH:42][CH:43]=2)[S:37][CH:38]=1.O>CN(C)C=O>[CH2:3]([O:5][C:6]1[CH:7]=[C:8]([CH:28]=[C:29]([O:31][CH2:33][C:34]2[N:35]=[C:36]([C:39]3[S:40][CH:41]=[CH:42][CH:43]=3)[S:37][CH:38]=2)[CH:30]=1)[CH2:9][N:10]1[CH:14]=[C:13]([C:15]2[CH:20]=[CH:19][CH:18]=[CH:17][CH:16]=2)[C:12]([CH2:21][CH2:22][C:23]([O:25][CH2:26][CH3:27])=[O:24])=[CH:11]1)[CH3:4] |f:0.1|. Procedure details: Sodium hydride (60%, oily, 50.0 mg) was added to a solution of ethyl 3-[1-(3-ethoxy-5-hydroxybenzyl)-4-phenyl-3-pyrrolyl]propionate (492 mg) in N,N-dimethylformamide (10 ml) at 0° C., and the mixture was stirred at room temperature for 15 minutes. 4-Chloromethyl-2-(2-thienyl)thiazole (270 mg) was added to the mixture, and the mixture was stirred at room temperature for 30 minutes. The reaction mixture was poured into water, and extracted with ethyl acetate. The ethyl acetate layer was washed wit...